describe an organic reaction: reactants, conditions, products, and yield From a dataset of the Open Reaction Database (ORD), a public repository of structured organic reaction records. Starting materials: Cl.NN1C(NCC1)=O (1-amino-2-imidazolidinone hydrochloride), [OH-].[Na+] (sodium hydroxide), OC=1C=C(C=O)C=CC1O (3,4-dihydroxybenzaldehyde). Solvent: C(C)O (ethanol), C(C)O (ethanol). Conditions: time 20 minute. The product is OC=1C=C(C=CC1O)C=NN1C(NCC1)=O (1-[[(3,4-Dihydroxyphenyl)methylene]amino]-2-imidazolidinone). Reaction SMILES: Cl.[NH2:2][N:3]1[CH2:7][CH2:6][NH:5][C:4]1=[O:8].[OH-].[Na+].[OH:11][C:12]1[CH:13]=[C:14]([CH:17]=[CH:18][C:19]=1[OH:20])[CH:15]=O>C(O)C>[OH:11][C:12]1[CH:13]=[C:14]([CH:15]=[N:2][N:3]2[CH2:7][CH2:6][NH:5][C:4]2=[O:8])[CH:17]=[CH:18][C:19]=1[OH:20] |f:0.1,2.3|. Reported procedure: To a solution of 61.4 g (0.446 mol) of 1-amino-2-imidazolidinone hydrochloride in 300 ml of 80% aqueous ethanol were added 223 ml of 2N sodium hydroxide (0.446 mol) and a solution of 61.6 g (0.446 mol) of 3,4-dihydroxybenzaldehyde in 300 ml of 80% aqueous ethanol. The mixture was stirred for 20 minutes at room temperature, and the precipitate filtered off by suction, washed with ethanol and dried in vacuo (yield: 34.5 g; melting point 257° C., dec). Reactants: C(#N)C=1C=C(N2C1C=CC1=CC=CC=C21)C(C2=CC=C(C=C2)OC)=O (3-cyano-(4-methoxy-benzoyl)-pyrrolo[1,2-a]quinoline), [BH4-].[Na+] (sodium borohydride), Cl (HCl). The solvent is CO (methanol). Reaction conditions: time 8 hour. The product is C(#N)C=1C=C(N2C1C=CC1=CC=CC=C21)C(C2=CC=C(C=C2)OC)O (3-Cyano-1-[hydroxy-(4-methoxy-phenyl)-methyl]-pyrrolo[1,2-a]quinoline). The yield is 97.7%. Reaction SMILES: [C:1]([C:3]1[CH:4]=[C:5]([C:16](=[O:25])[C:17]2[CH:22]=[CH:21][C:20]([O:23][CH3:24])=[CH:19][CH:18]=2)[N:6]2[C:15]3[C:10](=[CH:11][CH:12]=[CH:13][CH:14]=3)[CH:9]=[CH:8][C:7]=12)#[N:2].[BH4-].[Na+].Cl>CO>[C:1]([C:3]1[CH:4]=[C:5]([CH:16]([OH:25])[C:17]2[CH:18]=[CH:19][C:20]([O:23][CH3:24])=[CH:21][CH:22]=2)[N:6]2[C:15]3[C:10](=[CH:11][CH:12]=[CH:13][CH:14]=3)[CH:9]=[CH:8][C:7]=12)#[N:2] |f:1.2|. Procedure: To a solution of 3-cyano-(4-methoxy-benzoyl)-pyrrolo[1,2-a]quinoline (5.2 mg, 0.0159 mmol) in 5 mL of methanol at room temperature was added sodium borohydride (5.3 mg, 0.14 mmol) and it was stirred overnight at room temperature. Upon the completion of the reaction, 2 drops of aqueous 1N HCl was added and the reaction mixture was evaporated to near dryness. The residue was dissolved in 15 mL of ethyl acetate, washed with water, saturated NaCl and the organic layer was dried over anhydrous Na2SO4... Reactants: CN(C)N, CCOC(C)=O, ClCCl, O=C(Cl)c1cc2nccc(Cl)c2s1. Product: CN(C)NC(=O)c1cc2nccc(Cl)c2s1. RXN SMILES: [CH3:14][N:15]([CH3:16])[NH2:17].[CH3:21][CH2:22][O:23][C:24]([CH3:25])=[O:26].[Cl:18][CH2:19][Cl:20].[Cl:1][c:2]1[c:3]2[c:4]([n:5][cH:6][cH:7]1)[cH:8][c:9]([C:11](=[O:12])[Cl:13])[s:10]2>>[Cl:1][c:2]1[c:3]2[c:4]([n:5][cH:6][cH:7]1)[cH:8][c:9]([C:11](=[O:12])[NH:17][N:15]([CH3:14])[CH3:16])[s:10]2. Starting materials: Cc1cccc(Br)c1, CCN(C(C)C)C(C)C, NCCN1CCOCC1, C1CCOC1, O=S(=O)(Cl)Cl. Yields the product Cc1cc(Br)ccc1S(=O)(=O)NCCN1CCOCC1. As a reaction SMILES: [Br:6][c:7]1[cH:8][c:9]([CH3:13])[cH:10][cH:11][cH:12]1.[CH:23]([N:24]([CH2:25][CH3:26])[CH:27]([CH3:28])[CH3:29])([CH3:30])[CH3:31].[NH2:14][CH2:15][CH2:16][N:17]1[CH2:18][CH2:19][O:20][CH2:21][CH2:22]1.[O:32]1[CH2:33][CH2:34][CH2:35][CH2:36]1.[S:1](=[O:2])(=[O:3])([Cl:4])[Cl:5]>>[S:1](=[O:2])(=[O:3])([c:10]1[c:9]([CH3:13])[cH:8][c:7]([Br:6])[cH:12][cH:11]1)[NH:14][CH2:15][CH2:16][N:17]1[CH2:18][CH2:19][O:20][CH2:21][CH2:22]1. Starting materials: CCOC(=O)C.CCCCCC (EtOAc hexane), N1N=C(C=C1)C=1SC(=CN1)C=O (2-(1H-pyrazol-3-yl)thiazole-5-carbaldehyde), IC (iodomethane), C([O-])([O-])=O.[K+].[K+] (potassium carbonate), ice water. Run in CN(C)C=O (DMF). Reaction conditions: time 3 hour. Product: CN1N=C(C=C1)C=1SC(=CN1)C=O (2-(1-methyl-1H-pyrazol-3-yl)thiazole-5-carbaldehyde). Isolated yield 39.8%. Reaction SMILES: [NH:1]1[CH:5]=[CH:4][C:3]([C:6]2[S:7][C:8]([CH:11]=[O:12])=[CH:9][N:10]=2)=[N:2]1.IC.[C:15](=O)([O-])[O-].[K+].[K+].CCOC(C)=O.CCCCCC>CN(C=O)C>[CH3:15][N:1]1[CH:5]=[CH:4][C:3]([C:6]2[S:7][C:8]([CH:11]=[O:12])=[CH:9][N:10]=2)=[N:2]1 |f:2.3.4,5.6|. Reported procedure: 2-(1H-pyrazol-3-yl)thiazole-5-carbaldehyde (0.25 g, 1.3 mmol) was dissolved in DMF (5 mL) and iodomethane (0.26 mL, 4.1 mmol) and potassium carbonate (0.6 g, 4.1 mmol) were added. The reaction was stirred for 3 h at room temperature until the reaction was deemed complete by TLC (80% EtOAc\hexane). The reaction was poured into ice water (50 mL), and the aqueous layer was extracted with ethyl acetate (2×50 mL). The organic layers were combined, washed with brine, dried over sodium sulfate, and con... RXN SMILES: [H-].[Na+].[CH2:3](P(=O)(OCC)OCC)[C:4]1[CH:9]=[CH:8][CH:7]=[CH:6][CH:5]=1.[N+:18]([C:21]1[CH:22]=[C:23]([CH:26]=[CH:27][CH:28]=1)[CH:24]=O)([O-:20])=[O:19].Cl>CN(C)C=O>[N+:18]([C:21]1[CH:22]=[C:23](/[CH:24]=[CH:3]/[C:4]2[CH:5]=[CH:6][CH:7]=[CH:8][CH:9]=2)[CH:26]=[CH:27][CH:28]=1)([O-:20])=[O:19] |f:0.1|. Starting materials: C(C1=CC=CC=C1)P(OCC)(OCC)=O (diethyl benzylphosphonate), Cl (hydrochloric acid), [H-].[Na+] (sodium hydride), [N+](=O)([O-])C=1C=C(C=O)C=CC1 (3-nitrobenzaldehyde). Run in CN(C=O)C (N,N-dimethylformamide), CN(C=O)C (N,N-dimethylformamide). Conditions: time 30 minute. Product: [N+](=O)([O-])C=1C=C(C=CC1)\C=C\C1=CC=CC=C1 ((E)-3-nitrostilbene). Procedure: To a suspension of sodium hydride (60% in oil, 1.48 g) in N,N-dimethylformamide (40 ml) was added a solution of diethyl benzylphosphonate (7.69 g) in N,N-dimethylformamide (40 ml) at 0° C. The mixture was stirred at room temperature for 30 minutes, then a solution of 3-nitrobenzaldehyde (5.09 g) was added thereto. After stirring at 50° C. for 1 hour, the mixture was poured into dilute hydrochloric acid, and extracted with ethyl acetate 3 times. The combined organic solution was washed with water... Yield: 52.3%.